From a dataset of the Open Reaction Database (ORD), a public repository of structured organic reaction records. describe an organic reaction: reactants, conditions, products, and yield Starting materials: [H-].C(C(C)C)[Al+]CC(C)C (Diisobutylaluminium hydride), COC(C1=CC=C(C=C1)CNC=1C=2N(C=CN1)C(=CN2)C2=CC(=C(C=C2)OC)OC)=O (4-{[3-(3,4-dimethoxy-phenyl)-imidazo[1,2-a]pyrazin-8-ylamino]-methyl}-benzoic acid methyl ester). The solvent is ClCCl (dichloromethane), ClCCl (dichloromethane). Run at time 1 hour. Yields the product COC=1C=C(C=CC1OC)C1=CN=C2N1C=CN=C2NCC2=CC=C(C=C2)CO ((4-{[3-(3,4-Dimethoxy-phenyl)-imidazo[1,2-a]pyrazin-8-ylamino]-methyl}-phenyl)-methanol), solid. The yield is 37.0%. RXN SMILES: [H-].C([Al+]CC(C)C)C(C)C.C[O:12][C:13](=O)[C:14]1[CH:19]=[CH:18][C:17]([CH2:20][NH:21][C:22]2[C:23]3[N:24]([C:28]([C:31]4[CH:36]=[CH:35][C:34]([O:37][CH3:38])=[C:33]([O:39][CH3:40])[CH:32]=4)=[CH:29][N:30]=3)[CH:25]=[CH:26][N:27]=2)=[CH:16][CH:15]=1>ClCCl>[CH3:40][O:39][C:33]1[CH:32]=[C:31]([C:28]2[N:24]3[CH:25]=[CH:26][N:27]=[C:22]([NH:21][CH2:20][C:17]4[CH:16]=[CH:15][C:14]([CH2:13][OH:12])=[CH:19][CH:18]=4)[C:23]3=[N:30][CH:29]=2)[CH:36]=[CH:35][C:34]=1[O:37][CH3:38] |f:0.1|. Procedure details: Diisobutylaluminium hydride (1 ml, 1.0 mmol, 1 M solution in dichloromethane) was added dropwise to a solution of 4-{[3-(3,4-dimethoxy-phenyl)-imidazo[1,2-a]pyrazin-8-ylamino]-methyl}-benzoic acid methyl ester (0.10 g, 0.24 mmol) in dichloromethane (1 mL) at ambient temperature. The reaction mixture was stirred for 1 hour then diluted with dichloromethane (50 ml) and washed with 1 M aqueous potassium sodium tartarate solution (30 mL) and water (30 mL). The organic layer was dried with magnesium ... The reactants are N(=[N+]=[N-])[C@H]1C[C@](O[C@@H](C1)CCCC=C)(OC)[C@H]1N(C(SC1)=O)CC1=CC=C(C=C1)OC ((R)-4-((2R,4R,6R)-4-Azido-2-methoxy-6-(pent-4-enyl)-tetrahydro-2H-pyran-2-yl)-3-(4-methoxybenzyl)thiazolidin-2-one), [NH4+].[Cl-] (NH4Cl), [NH4+].[Cl-] (NH4Cl), [NH4+].[Cl-] (NH4Cl). The reagents and catalysts are [Zn] (zinc), [Zn] (zinc), [Zn] (zinc). Run in C(C)O (ethanol), O (water), C(C)(=O)OCC (ethyl acetate), O (water), C(C)O (ethanol). Run at time 6 hour. Product: N[C@H]1C[C@](O[C@@H](C1)CCCC=C)(OC)[C@H]1N(C(SC1)=O)CC1=CC=C(C=C1)OC ((R)-4-((2R,4R,6R)-4-Amino-2-methoxy-6-(pent-4-enyl)-tetrahydro-2H-pyran-2-yl)-3-(4-methoxybenzyl)thiazolidin-2-one). Yield: 75.0%. Reaction SMILES: [N:1]([C@@H:4]1[CH2:9][C@@H:8]([CH2:10][CH2:11][CH2:12][CH:13]=[CH2:14])[O:7][C@:6]([C@@H:17]2[CH2:21][S:20][C:19](=[O:22])[N:18]2[CH2:23][C:24]2[CH:29]=[CH:28][C:27]([O:30][CH3:31])=[CH:26][CH:25]=2)([O:15][CH3:16])[CH2:5]1)=[N+]=[N-].[NH4+].[Cl-]>C(O)C.O.C(OCC)(=O)C.[Zn]>[NH2:1][C@@H:4]1[CH2:9][C@@H:8]([CH2:10][CH2:11][CH2:12][CH:13]=[CH2:14])[O:7][C@:6]([C@@H:17]2[CH2:21][S:20][C:19](=[O:22])[N:18]2[CH2:23][C:24]2[CH:29]=[CH:28][C:27]([O:30][CH3:31])=[CH:26][CH:25]=2)([O:15][CH3:16])[CH2:5]1 |f:1.2|. Procedure: A suspension of the title compound from Example 66 (432 mg, 0.967 mmol) in ethanol (3 mL) and water (1 mL) was treated with NH4Cl (122 mg, 2.27 mmol) and zinc dust (85.4 mg, 1.30 mmol), and the mixture was stirred vigorously at room temperature. After 6 h, an additional portion of zinc (100 mg) and NH4Cl (127 mg) was added, together with additional ethanol (4.5 mL) and water (1.5 mL), and stirring was continued for 18 h. Once more portions of zinc (100 mg) and NH4Cl (124 mg) were added, and stir... The reactants are O (water), N1=C2C(=CC=C1)CC1=CC=CC=C12 (5H-indeno[1,2-b]pyridine), IC (iodomethane), CC(C)([O-])C.[K+] (potassium tert-butoxide). Run in O1CCCC1 (tetrahydrofuran). Run at temperature -10 celsius, time 6 hour. Yields the product CC1(C2=CC=CC=C2C2=NC=CC=C21)C (5,5-dimethyl-5H-indeno[1,2-b]pyridine). Reaction SMILES: [N:1]1[CH:6]=[CH:5][CH:4]=[C:3]2CC3[C:13]([C:2]=12)=[CH:12][CH:11]=[CH:10][CH:9]=3.[CH3:14][C:15]([CH3:18])([O-])[CH3:16].[K+].IC.O>O1CCCC1>[CH3:14][C:15]1([CH3:18])[C:3]2[C:2](=[N:1][CH:6]=[CH:5][CH:4]=2)[C:13]2[C:16]1=[CH:9][CH:10]=[CH:11][CH:12]=2 |f:1.2|. Reported procedure: 13.5 g (80.7 mmol) of 5H-indeno[1,2-b]pyridine was dissolved in 120 ml dry tetrahydrofuran, and 22.7 g (202 mmol) of potassium tert-butoxide was added to the solution at −10° C. The reaction mixture was maintained at −10° C. for 1 hour. Then the iodomethane 28.7 g (202 mmol) was added dropwise; the solution was then warmed slowly to room temperature and stirred for 6 h. After the reaction completion, water was added to the mixture to terminate the reaction. The reaction mixture was extracted wit... Starting materials: NC1=C(C=NN1C1=C(C=C(C=C1Cl)C(F)(F)F)Cl)C(=O)OCC (Ethyl 5-amino-1-(2,6-dichloro-4-trifluoromethylphenyl)-1H-pyrazole-4-carboxylate), P(O)(O)O (phosphorous acid). Product: ClC1=C(C(=CC(=C1)C(F)(F)F)Cl)N1N=CC(=C1)C(=O)OCC (ethyl 1-(2,6-dichloro-4-trifluoromethylphenyl)-1H-pyrazole-4-carboxylate). Reaction SMILES: N[C:2]1[N:6]([C:7]2[C:12]([Cl:13])=[CH:11][C:10]([C:14]([F:17])([F:16])[F:15])=[CH:9][C:8]=2[Cl:18])[N:5]=[CH:4][C:3]=1[C:19]([O:21][CH2:22][CH3:23])=[O:20].P(O)(O)O>>[Cl:13][C:12]1[CH:11]=[C:10]([C:14]([F:17])([F:15])[F:16])[CH:9]=[C:8]([Cl:18])[C:7]=1[N:6]1[CH:2]=[C:3]([C:19]([O:21][CH2:22][CH3:23])=[O:20])[CH:4]=[N:5]1. Reported procedure: Ethyl 5-amino-1-(2,6-dichloro-4-trifluoromethylphenyl)-1H-pyrazole-4-carboxylate, was diazotised and treated with phosphorous acid to give ethyl 1-(2,6-dichloro-4-trifluoromethylphenyl)-1H-pyrazole-4-carboxylate, m.p. 70°-73°. This was reduced to [1-(2,6-dichloro-4-trifluoromethylphenyl)-1H-pyrazol-4-yl]methanol, m.p. 57°-59° Starting materials: N1(CCNCCC1)C=1C=CC=2N(N1)C(=NN2)C(F)(F)F (6-(1,4-diazepan-1-yl)-3-(trifluoromethyl)-[1,2,4]triazolo[4,3-b]pyridazine), C(=O)C1=C(C#N)C=CC=C1 (2-formylbenzonitrile). The product is FC(C1=NN=C2N1N=C(C=C2)N2CCN(CCC2)CC2=C(C#N)C=CC=C2)(F)F (2-[[4-[3-(trifluoromethyl)-[1,2,4]triazolo[4,3-b]pyridazin-6-yl]-1,4-diazepan-1-yl]methyl]benzonitrile). Reaction SMILES: [N:1]1([C:8]2[CH:9]=[CH:10][C:11]3[N:12]([C:14]([C:17]([F:20])([F:19])[F:18])=[N:15][N:16]=3)[N:13]=2)[CH2:7][CH2:6][CH2:5][NH:4][CH2:3][CH2:2]1.[CH:21]([C:23]1[CH:30]=[CH:29][CH:28]=[CH:27][C:24]=1[C:25]#[N:26])=O>>[F:20][C:17]([F:18])([F:19])[C:14]1[N:12]2[N:13]=[C:8]([N:1]3[CH2:7][CH2:6][CH2:5][N:4]([CH2:21][C:23]4[CH:30]=[CH:29][CH:28]=[CH:27][C:24]=4[C:25]#[N:26])[CH2:3][CH2:2]3)[CH:9]=[CH:10][C:11]2=[N:16][N:15]=1. Procedure: Reductive amination of 6-(1,4-diazepan-1-yl)-3-(trifluoromethyl)-[1,2,4]triazolo[4,3-b]pyridazine with 2-formylbenzonitrile was carried out according to General Synthetic Method 8. The crude product was purified by hplc using a Waters XBridge Prep C18 OBD column (5μ silica, 19 mm diameter, 100 mm length) eluted with decreasingly polar mixtures of water (containing 0.05% aqueous ammonia) and acetonitrile as eluents to give 2-[[4-[3-(trifluoromethyl)-[1,2,4]triazolo[4,3-b]pyridazin-6-yl]-1,4-diaze... Solvent: O1CCOCC1 (dioxane), O (water), O (water). Run at time 12 hour. The product is ClC=1C=C(C=CC1)C1=NC(=CC(=N1)NC1=CC=C(C=C1)CC(=O)OCC)CC (Ethyl 2-(4-((2-(3-chlorophenyl)-6-ethylpyrimidin-4-yl)amino)phenyl)acetate). The reactants are ClC=1C=C(C=CC1)C1=NC(=CC(=N1)NC1=CC=C(C=C1)C(C(=O)OCC)C(F)(F)F)CC (ethyl 2-(4-((2-(3-chlorophenyl)-6-ethylpyrimidin-4-yl)amino)phenyl)-3,3,3-trifluoropropanoate), O[Li].O (LiOH.H2O). RXN SMILES: [Cl:1][C:2]1[CH:3]=[C:4]([C:8]2[N:13]=[C:12]([NH:14][C:15]3[CH:20]=[CH:19][C:18]([CH:21](C(F)(F)F)[C:22]([O:24][CH2:25][CH3:26])=[O:23])=[CH:17][CH:16]=3)[CH:11]=[C:10]([CH2:31][CH3:32])[N:9]=2)[CH:5]=[CH:6][CH:7]=1.O[Li].O>O1CCOCC1.O>[Cl:1][C:2]1[CH:3]=[C:4]([C:8]2[N:13]=[C:12]([NH:14][C:15]3[CH:20]=[CH:19][C:18]([CH2:21][C:22]([O:24][CH2:25][CH3:26])=[O:23])=[CH:17][CH:16]=3)[CH:11]=[C:10]([CH2:31][CH3:32])[N:9]=2)[CH:5]=[CH:6][CH:7]=1 |f:1.2|. Procedure details: To a solution of ethyl 2-(4-((2-(3-chlorophenyl)-6-ethylpyrimidin-4-yl)amino)phenyl)-3,3,3-trifluoropropanoate (0.130 g, 0.28 mmol) in dioxane (11 mL) and water (7 mL) was added LiOH.H2O (0.035 g, 0.84 mmol) and the mixture was stirred at rt for 12 h. After this time, the mixture was diluted with water and extracted with ethyl acetate. The combined organic layer was dried over anhydrous sodium sulfate, filtered, and the filtrate was concentrated. The residue was purified by column chromatography... The yield is 47.8%. Reactants: ClC=1C=C(C=C(C1)Cl)SC1=C(N=C(N1CC1=C(C=CC=C1)[N+](=O)[O-])CO)C(C)C (5-(3,5-dichlorophenylthio)-2-hydroxymethyl-4-isopropyl-1-(o-nitrobenzyl)-1H-imidazole), [H][H] (hydrogen). Reagents/catalysts: [Pt] (platinum). Run in C(C)(=O)OCC (ethyl acetate). Reaction conditions: time 1 hour. Yields the product NC1=C(CN2C(=NC(=C2SC2=CC(=CC(=C2)Cl)Cl)C(C)C)CO)C=CC=C1 (1-(o-aminobenzyl)-5-(3,5-dichlorophenylthio)-2-hydroxymethyl-4-isopropyl-1H-imidazole). Reaction SMILES: [Cl:1][C:2]1[CH:3]=[C:4]([S:9][C:10]2[N:14]([CH2:15][C:16]3[CH:21]=[CH:20][CH:19]=[CH:18][C:17]=3[N+:22]([O-])=O)[C:13]([CH2:25][OH:26])=[N:12][C:11]=2[CH:27]([CH3:29])[CH3:28])[CH:5]=[C:6]([Cl:8])[CH:7]=1.[H][H]>C(OCC)(=O)C.[Pt]>[NH2:22][C:17]1[CH:18]=[CH:19][CH:20]=[CH:21][C:16]=1[CH2:15][N:14]1[C:10]([S:9][C:4]2[CH:3]=[C:2]([Cl:1])[CH:7]=[C:6]([Cl:8])[CH:5]=2)=[C:11]([CH:27]([CH3:29])[CH3:28])[N:12]=[C:13]1[CH2:25][OH:26]. Procedure: In ethyl acetate was dissolved 170 mg of 5-(3,5-dichlorophenylthio)-2-hydroxymethyl-4-isopropyl-1-(o-nitrobenzyl)-1H-imidazole (103c), platinum sulfided carbon was added. After replacement with hydrogen atomosphere, catalytic hydrogenation was performed at atmospheric pressure at room temperature. After 1 hour, the mixture was filtered through Celite, and the filtrate was distilled off under reduced pressure To the residue, diethyl ether was added, the precipitated crystals were collected by fil...